Dataset: the Open Reaction Database (ORD), a public repository of structured organic reaction records. Task: describe an organic reaction: reactants, conditions, products, and yield Starting materials: C(C)(C)(C)OC(=O)N1CCC(CC1)C(=O)N1C[C@H]([C@@H](C1)N(C(=O)OC1=CC=C(C=C1)F)C1CC1)C1=CC=C(C=C1)Cl (4-{(3R,4S)-3-(4-Chloro-phenyl)-4-[cyclopropyl-(4-fluoro-phenoxycarbonyl)-amino]-pyrrolidine-1-carbonyl}-piperidine-1-carboxylic acid tert-butyl ester), C(=O)(C(F)(F)F)O (TFA). The product is FC1=CC=C(C=C1)OC(N(C1CC1)[C@@H]1CN(C[C@H]1C1=CC=C(C=C1)Cl)C(=O)C1CCNCC1)=O ([(3S,4R)-4-(4-Chloro-phenyl)-1-(piperidine-4-carbonyl)-pyrrolidin-3-yl]-cyclopropyl-carbamic acid 4-fluoro-phenyl ester). RXN SMILES: C(OC([N:8]1[CH2:13][CH2:12][CH:11]([C:14]([N:16]2[CH2:20][C@@H:19]([N:21]([CH:32]3[CH2:34][CH2:33]3)[C:22]([O:24][C:25]3[CH:30]=[CH:29][C:28]([F:31])=[CH:27][CH:26]=3)=[O:23])[C@H:18]([C:35]3[CH:40]=[CH:39][C:38]([Cl:41])=[CH:37][CH:36]=3)[CH2:17]2)=[O:15])[CH2:10][CH2:9]1)=O)(C)(C)C.C(O)(C(F)(F)F)=O>>[F:31][C:28]1[CH:29]=[CH:30][C:25]([O:24][C:22](=[O:23])[N:21]([C@H:19]2[C@H:18]([C:35]3[CH:40]=[CH:39][C:38]([Cl:41])=[CH:37][CH:36]=3)[CH2:17][N:16]([C:14]([CH:11]3[CH2:12][CH2:13][NH:8][CH2:9][CH2:10]3)=[O:15])[CH2:20]2)[CH:32]2[CH2:34][CH2:33]2)=[CH:26][CH:27]=1. Reported procedure: In analogy to the procedure described for the synthesis of [(3R,4S)-4-(4-Chloro-phenyl)-1-(piperidine-4-carbonyl)-pyrrolidin-3-yl]-ethyl-carbamic acid 4-fluoro-phenyl ester the title compound was prepared from 4-{(3R,4S)-3-(4-Chloro-phenyl)-4-[cyclopropyl-(4-fluoro-phenoxycarbonyl)-amino]-pyrrolidine-1-carbonyl}-piperidine-1-carboxylic acid tert-butyl ester through cleavage of the protecting group with TFA. The title compound was obtained as light yellow foam. MS m/e: 486.4 [M+H]+.